describe an organic reaction: reactants, conditions, products, and yield From a dataset of the Open Reaction Database (ORD), a public repository of structured organic reaction records. The reactants are C(C1=CC=CC=C1)N1CC(OC2=C1C=CC=C2)=CNC(CC(C)C2=CNC1=CC=CC=C21)=O (N-(4-Benzyl-3,4-dihydro-2H-benzo[1,4]oxazin-2-ylylmethyl)-3-(1H-indol-3-yl)-butyramide), N1C(=CC2=CC=CC=C12)CCCC(=O)O (indole butyric acid). The product is C(C1=CC=CC=C1)N1CC(OC2=C1C=CC=C2)=CNC(CCC2=CNC1=CC=CC=C21)=O (N-(4-Benzyl-3,4-dihydro-2H-benzo[1,4]oxazin-2-ylylmethyl)-3-(1H-indol-3-yl)-propionamide). Isolated yield 63.0%. As a reaction SMILES: [CH2:1]([N:8]1[C:13]2[CH:14]=[CH:15][CH:16]=[CH:17][C:12]=2[O:11][C:10](=[CH:18][NH:19][C:20](=[O:33])[CH2:21][CH:22]([C:24]2[C:32]3[C:27](=[CH:28][CH:29]=[CH:30][CH:31]=3)[NH:26][CH:25]=2)C)[CH2:9]1)[C:2]1[CH:7]=[CH:6][CH:5]=[CH:4][CH:3]=1.N1C2C(=CC=CC=2)C=C1CCCC(O)=O>>[CH2:1]([N:8]1[C:13]2[CH:14]=[CH:15][CH:16]=[CH:17][C:12]=2[O:11][C:10](=[CH:18][NH:19][C:20](=[O:33])[CH2:21][CH2:22][C:24]2[C:32]3[C:27](=[CH:28][CH:29]=[CH:30][CH:31]=3)[NH:26][CH:25]=2)[CH2:9]1)[C:2]1[CH:3]=[CH:4][CH:5]=[CH:6][CH:7]=1. Reported procedure: N-(4-Benzyl-3,4-dihydro-2H-benzo[1,4]oxazin-2-ylylmethyl)-3-(1H-indol-3-yl)-butyramide. (4-Benzyl-3,4-dihydro-2H-benzo[1,4]oxazin-2-yl)-methylamnine (1.2 g, 4.7 mmol) was coupled to indole butyric acid (1.8 g, 8.9 mmol) according to the procedure used to prepare intermediatel 1 above to afford 1.3 g (63%) of the title compound as a yellow solid: mp 61-63.5° C.; MS (EI) m/e 439 (M+) Starting materials: CC(C)(C)Oc1ccc(CC(NC(=O)OCC2c3ccccc3-c3ccccc32)C(=O)O)cc1, CCOC(OCC)C(C)NCc1csc2ccccc12. Yields the product CCOC(OCC)C(C)N(Cc1csc2ccccc12)C(=O)C(Cc1ccc(OC(C)(C)C)cc1)NC(=O)OCC1c2ccccc2-c2ccccc21. As a reaction SMILES: [cH:21]1[cH:22][cH:23][cH:24][c:25]2[c:33]1[CH:32]([CH2:34][O:35][C:36](=[O:37])[NH:38][CH:39]([C:40](=[O:41])[OH:42])[CH2:43][c:44]1[cH:45][cH:46][c:47]([O:50][C:51]([CH3:52])([CH3:53])[CH3:54])[cH:48][cH:49]1)[c:31]1[c:26]-2[cH:27][cH:28][cH:29][cH:30]1.[s:1]1[c:2]2[c:3]([c:4]([CH2:6][NH:7][CH:8]([CH:9]([O:10][CH2:11][CH3:12])[O:13][CH2:14][CH3:15])[CH3:16])[cH:5]1)[cH:17][cH:18][cH:19][cH:20]2>>[s:1]1[c:2]2[c:3]([c:4]([CH2:6][N:7]([CH:8]([CH:9]([O:10][CH2:11][CH3:12])[O:13][CH2:14][CH3:15])[CH3:16])[C:40]([CH:39]([NH:38][C:36]([O:35][CH2:34][CH:32]3[c:31]4[c:26]([cH:27][cH:28][cH:29][cH:30]4)-[c:25]4[cH:24][cH:23][cH:22][cH:21][c:33]43)=[O:37])[CH2:43][c:44]3[cH:45][cH:46][c:47]([O:50][C:51]([CH3:52])([CH3:53])[CH3:54])[cH:48][cH:49]3)=[O:41])[cH:5]1)[cH:17][cH:18][cH:19][cH:20]2. The reactants are CN(C)C=O, COC1(OC)CCN(c2ccc(N3CC(CCS(=O)(=O)[O-])OC3=O)cc2)CC1F, [N-]=[N+]=[N-], [Na+], O. RXN SMILES: [CH3:35][N:36]([CH3:37])[CH:38]=[O:39].[CH3:5][O:6][C:7]1([O:32][CH3:33])[CH:8]([F:31])[CH2:9][N:10]([c:13]2[cH:14][cH:15][c:16]([N:19]3[C:20](=[O:30])[O:21][CH:22]([CH2:24][CH2:25][S:26]([O-:27])(=[O:28])=[O:29])[CH2:23]3)[cH:17][cH:18]2)[CH2:11][CH2:12]1.[N-:2]=[N+:3]=[N-:4].[Na+:1].[OH2:34]>>[N:2](=[N+:3]=[N-:4])[CH2:24][CH:22]1[O:21][C:20](=[O:30])[N:19]([c:16]2[cH:15][cH:14][c:13]([N:10]3[CH2:9][CH:8]([F:31])[C:7]([O:6][CH3:5])([O:32][CH3:33])[CH2:12][CH2:11]3)[cH:18][cH:17]2)[CH2:23]1. Yields the product COC1(OC)CCN(c2ccc(N3CC(CN=[N+]=[N-])OC3=O)cc2)CC1F. The reactants are O=C=Nc1ccc(Cl)cc1, CCOC(=O)CN1C(=O)C(N)N=C(c2ccccc2F)c2ccccc21, C1CCOC1. The product is CCOC(=O)CN1C(=O)C(NC(=O)Nc2ccc(Cl)cc2)N=C(c2ccccc2F)c2ccccc21. RXN SMILES: [Cl:27][c:28]1[cH:29][cH:30][c:31]([N:34]=[C:35]=[O:36])[cH:32][cH:33]1.[NH2:1][CH:2]1[C:3](=[O:26])[N:4]([CH2:20][C:21](=[O:22])[O:23][CH2:24][CH3:25])[c:5]2[c:6]([cH:16][cH:17][cH:18][cH:19]2)[C:7]([c:9]2[c:10]([F:15])[cH:11][cH:12][cH:13][cH:14]2)=[N:8]1.[O:37]1[CH2:38][CH2:39][CH2:40][CH2:41]1>>[NH:1]([CH:2]1[C:3](=[O:26])[N:4]([CH2:20][C:21](=[O:22])[O:23][CH2:24][CH3:25])[c:5]2[c:6]([cH:16][cH:17][cH:18][cH:19]2)[C:7]([c:9]2[c:10]([F:15])[cH:11][cH:12][cH:13][cH:14]2)=[N:8]1)[C:35]([NH:34][c:31]1[cH:30][cH:29][c:28]([Cl:27])[cH:33][cH:32]1)=[O:36]. Starting materials: [Mg] (magnesium), ClC=1C=C(CCl)C=CC1Cl (3,4-dichlorobenzyl chloride), [Si](C)(C)(C(C)(C)C)OC(C=O)C (2-(tert-butyldimethylsilyloxy)propionaldehyde), [Cl-].[NH4+] (ammonium chloride), [Mg] (magnesium). The reagents and catalysts are BrCCBr (1,2-dibromoethane). The solvent is C(C)OCC (ethyl ether), C(C)OCC (ethyl ether), C(C)OCC (ethyl ether). Reaction conditions: time 3 hour. Product: [Si](C)(C)(C(C)(C)C)OC(C(CC1=CC(=C(C=C1)Cl)Cl)O)C (3-(tert-butyldimethylsilyloxy)-1-(3,4-dichlorophenyl)-2-butanol). Isolated yield 33.7%. Reaction SMILES: [Mg].[Cl:2][C:3]1[CH:4]=[C:5]([CH:8]=[CH:9][C:10]=1[Cl:11])[CH2:6]Cl.[Si:12]([O:19][CH:20]([CH3:23])[CH:21]=[O:22])([C:15]([CH3:18])([CH3:17])[CH3:16])([CH3:14])[CH3:13].[Cl-].[NH4+]>BrCCBr.C(OCC)C>[Si:12]([O:19][CH:20]([CH3:23])[CH:21]([OH:22])[CH2:6][C:5]1[CH:8]=[CH:9][C:10]([Cl:11])=[C:3]([Cl:2])[CH:4]=1)([C:15]([CH3:18])([CH3:17])[CH3:16])([CH3:14])[CH3:13] |f:3.4|. Procedure: 2.45 g of magnesium (turnings) was added to 100 ml of ethyl ether, and a few drops of 1,2-dibromoethane were added thereto to activate magnesium. Then, 100 ml of an ethyl ether solution of 19.2 g of 3,4-dichlorobenzyl chloride was dropwise added thereto over a period of 3 hours with stirring under cooling with ice. Then, 50 ml of an ethyl ether solution of 6.11 g of 2-(tert-butyldimethylsilyloxy)propionaldehyde (which was produced by silylating ethyl 2-hydroxypropionate with tert-butyldimethylch... The reactants are Cc1ccccc1C=O, CCO, [Cl-], [Na+], [OH-], O, [NH3+]O, O=C(O)CC(O)(CC(=O)O)C(=O)O. Product: Cc1ccccc1C=NO. As a reaction SMILES: [CH3:1][c:2]1[cH:3][cH:4][cH:5][cH:6][c:7]1[CH:8]=[O:9].[CH3:29][CH2:30][OH:31].[Cl-:10].[Na+:14].[OH-:13].[OH2:28].[OH:11][NH3+:12].[OH:15][C:16]([CH2:17][C:18]([C:19](=[O:20])[OH:21])([CH2:22][C:23](=[O:24])[OH:25])[OH:26])=[O:27]>>[CH3:1][c:2]1[cH:3][cH:4][cH:5][cH:6][c:7]1[CH:8]=[N:12][OH:11].